From a dataset of the Open Reaction Database (ORD), a public repository of structured organic reaction records. describe an organic reaction: reactants, conditions, products, and yield Reactants: ClC1=NN=C(C2=CC(=CC=C12)N)Cl (1,4-dichloro-6-amino-phthalazine), C(=O)([O-])[O-].[K+].[K+] (K2CO3), FC(C=1C=C(CBr)C=CC1)(F)F (3-(trifluoromethyl)benzyl bromide). Solvent: CN(C)C=O (DMF). Conditions: temperature 85 celsius. The product is Hexanes EtOAc, ClC1=NN=C(C2=CC(=CC=C12)NCC1=CC(=CC=C1)C(F)(F)F)Cl ((1,4-Dichloro-phthalazin-6-yl)-(3-trifluoromethyl-benzyl)-amine). Yield: 26.2%. Reaction SMILES: [Cl:1][C:2]1[C:11]2[C:6](=[CH:7][C:8]([NH2:12])=[CH:9][CH:10]=2)[C:5]([Cl:13])=[N:4][N:3]=1.C([O-])([O-])=O.[K+].[K+].[F:20][C:21]([F:31])([F:30])[C:22]1[CH:23]=[C:24]([CH:27]=[CH:28][CH:29]=1)[CH2:25]Br>CN(C=O)C>[Cl:1][C:2]1[C:11]2[C:6](=[CH:7][C:8]([NH:12][CH2:25][C:24]3[CH:27]=[CH:28][CH:29]=[C:22]([C:21]([F:20])([F:30])[F:31])[CH:23]=3)=[CH:9][CH:10]=2)[C:5]([Cl:13])=[N:4][N:3]=1 |f:1.2.3|. Reported procedure: A mixture of 1,4-dichloro-6-amino-phthalazine (33 mg, 0.154 mmol), K2CO3 (79 mg, 0.57 mmol), DMF (5 mL) and 3-(trifluoromethyl)benzyl bromide (2.0 mL, 0.17 mmol) were heated to 85° C. for 18 h. The reaction was cooled, poured onto water and extracted with EtOAc. The combined organic layers were washed with H2O, brine, dried (Na2SO4) and concentrated. Column chromatography (Hexanes/EtOAc) afforded the desired product (15 mg, 26.3%) as a yellow solid. m/z 372.08 (M+1).